This data is from the Open Reaction Database (ORD), a public repository of structured organic reaction records. The task is: describe an organic reaction: reactants, conditions, products, and yield The reactants are ICC1(OC2=C(C1)C(=C(C(=C2C(C)C)C)N)C)C (2,3-dihydro-2-(iodomethyl)-7-isopropyl-2,4,6-trimethyl-5-benzofuranamine), C1(=CC=CC=C1)C1CCNCC1 (4-phenylpiperidine), C([O-])([O-])=O.[K+].[K+] (potassium carbonate). The solvent is CN(C(C)=O)C (N,N-dimethylacetamide), O (water). Yields the product C(C)(C)C1=C(C(=C(C=2CC(OC21)(CN2CCC(CC2)C2=CC=CC=C2)C)C)N)C (2,3-Dihydro-7-isopropyl-2,4,6-trimethyl-2-[(4-phenyl-1-piperidinyl)methyl]-5-benzofuranamine). Yield: 45.8%. Reaction SMILES: I[CH2:2][C:3]1([CH3:18])[CH2:7][C:6]2[C:8]([CH3:17])=[C:9]([NH2:16])[C:10]([CH3:15])=[C:11]([CH:12]([CH3:14])[CH3:13])[C:5]=2[O:4]1.[C:19]1([CH:25]2[CH2:30][CH2:29][NH:28][CH2:27][CH2:26]2)[CH:24]=[CH:23][CH:22]=[CH:21][CH:20]=1.C(=O)([O-])[O-].[K+].[K+]>CN(C)C(=O)C.O>[CH:12]([C:11]1[C:5]2[O:4][C:3]([CH3:18])([CH2:2][N:28]3[CH2:29][CH2:30][CH:25]([C:19]4[CH:24]=[CH:23][CH:22]=[CH:21][CH:20]=4)[CH2:26][CH2:27]3)[CH2:7][C:6]=2[C:8]([CH3:17])=[C:9]([NH2:16])[C:10]=1[CH3:15])([CH3:14])[CH3:13] |f:2.3.4|. Procedure: A suspension of 2,3-dihydro-2-(iodomethyl)-7-isopropyl-2,4,6-trimethyl-5-benzofuranamine (1.1 g), 4-phenylpiperidine (0.87 g) and potassium carbonate (0.83 g) in N,N-dimethylacetamide (6 mL) was refluxed for 4.5 hours. The mixture was diluted with water and the product was extracted twice with ethyl acetate. The combined organic layer was washed with water and saturated aqueous sodium chloride, dried over magnesium sulfate, filtrated and evaporated in vacuo. The residue was purified with basic s... Starting materials: O=C([O-])[O-], CC[Si](C#Cc1ccc(-c2nnc(Nc3ccc(Oc4ccnc5cc(OC)cnc45)cc3)c3ccccc23)cc1)(CC)CC, CO, [K+], [K+]. Yields the product C#Cc1ccc(-c2nnc(Nc3ccc(Oc4ccnc5cc(OC)cnc45)cc3)c3ccccc23)cc1. RXN SMILES: [C:46](=[O:47])([O-:48])[O-:49].[CH3:1][O:2][c:3]1[cH:4][n:5][c:6]2[c:7]([O:13][c:14]3[cH:15][cH:16][c:17]([NH:20][c:21]4[n:22][n:23][c:24](-[c:31]5[cH:32][cH:33][c:34]([C:37]#[C:38][Si:39]([CH2:40][CH3:41])([CH2:42][CH3:43])[CH2:44][CH3:45])[cH:35][cH:36]5)[c:25]5[cH:26][cH:27][cH:28][cH:29][c:30]45)[cH:18][cH:19]3)[cH:8][cH:9][n:10][c:11]2[cH:12]1.[CH3:52][OH:53].[K+:50].[K+:51]>>[CH3:1][O:2][c:3]1[cH:4][n:5][c:6]2[c:7]([O:13][c:14]3[cH:15][cH:16][c:17]([NH:20][c:21]4[n:22][n:23][c:24](-[c:31]5[cH:32][cH:33][c:34]([C:37]#[CH:38])[cH:35][cH:36]5)[c:25]5[cH:26][cH:27][cH:28][cH:29][c:30]45)[cH:18][cH:19]3)[cH:8][cH:9][n:10][c:11]2[cH:12]1.